Dataset: the Open Reaction Database (ORD), a public repository of structured organic reaction records. Task: describe an organic reaction: reactants, conditions, products, and yield Reactants: ClC=1N=C(C2=C(N1)CN(C2)C(=O)OC(C)(C)C)N2CCOCC2 (tert-butyl 2-chloro-4-morpholino-5H-pyrrolo[3,4-d]pyrimidine-6(7H)-carboxylate), ClC=1N=C(C2=C(N1)CN(C2)C(=O)OC(C)(C)C)N2CCOCC2 (tert-butyl 2-chloro-4-morpholino-5H-pyrrolo[3,4-d]pyrimidine-6(7H)-carboxylate), C1(CC1)NC(=O)NC1=CC(=C(C=C1)B1OC(C(O1)(C)C)(C)C)F (1-cyclopropyl-3-(3-fluoro-4-(4,4,5,5-tetramethyl-1,3,2-dioxaborolan-2-yl)phenyl)urea), C1(CC1)NC(=O)NC1=CC(=C(C=C1)B1OC(C(O1)(C)C)(C)C)F (1-cyclopropyl-3-(3-fluoro-4-(4,4,5,5-tetramethyl-1,3,2-dioxaborolan-2-yl)phenyl)urea), ClCCl (dichloromethane), C([O-])([O-])=O.[Na+].[Na+] (sodium carbonate). Reagents/catalysts: C1=CC=C(C=C1)P([C-]2C=CC=C2)C3=CC=CC=C3.C1=CC=C(C=C1)P([C-]2C=CC=C2)C3=CC=CC=C3.Cl[Pd]Cl.[Fe+2] ([1,1′-Bis(diphenylphosphino)ferrocene]dichloropalladium). Solvent: O (H2O), CCO (EtOH), COCCOC (DME). The product is C1(CC1)NC(NC1=CC(=C(C=C1)C=1N=C(C2=C(N1)CN(C2)C(=O)OC(C)(C)C)N2CCOCC2)F)=O (tert-Butyl 2-(4-(3-cyclopropylureido)-2-fluorophenyl)-4-morpholino-5H-pyrrolo[3,4-d]pyrimidine-6(7H)-carboxylate). Yield: 56.0%. Reaction SMILES: Cl[C:2]1[N:3]=[C:4]([N:18]2[CH2:23][CH2:22][O:21][CH2:20][CH2:19]2)[C:5]2[CH2:10][N:9]([C:11]([O:13][C:14]([CH3:17])([CH3:16])[CH3:15])=[O:12])[CH2:8][C:6]=2[N:7]=1.[CH:24]1([NH:27][C:28]([NH:30][C:31]2[CH:36]=[CH:35][C:34](B3OC(C)(C)C(C)(C)O3)=[C:33]([F:46])[CH:32]=2)=[O:29])[CH2:26][CH2:25]1.ClCCl.C(=O)([O-])[O-].[Na+].[Na+]>C1C=CC(P(C2C=CC=CC=2)[C-]2C=CC=C2)=CC=1.C1C=CC(P(C2C=CC=CC=2)[C-]2C=CC=C2)=CC=1.Cl[Pd]Cl.[Fe+2].O.CCO.COCCOC>[CH:24]1([NH:27][C:28](=[O:29])[NH:30][C:31]2[CH:36]=[CH:35][C:34]([C:2]3[N:3]=[C:4]([N:18]4[CH2:23][CH2:22][O:21][CH2:20][CH2:19]4)[C:5]4[CH2:10][N:9]([C:11]([O:13][C:14]([CH3:17])([CH3:16])[CH3:15])=[O:12])[CH2:8][C:6]=4[N:7]=3)=[C:33]([F:46])[CH:32]=2)[CH2:25][CH2:26]1 |f:3.4.5,6.7.8.9|. Procedure: A solution of tert-butyl 2-chloro-4-morpholino-5H-pyrrolo[3,4-d]pyrimidine-6(7H)-carboxylate (intermediate 2) (85 mg, 0.25 mmol), 1-cyclopropyl-3-(3-fluoro-4-(4,4,5,5-tetramethyl-1,3,2-dioxaborolan-2-yl)phenyl)urea (intermediate 29) (100 mg, 0.31 mmol), [1,1′-Bis(diphenylphosphino)ferrocene]dichloropalladium (II), complex with dichloromethane (10 mg, 0.012 mmol) and sodium carbonate (40 mg, 0.38 mmol) in 2 ml of a 7:3:2 mixture of DME:EtOH:H2O respectively was heated in the microwave at 130° C. ... Reactants: OC1=CC=C(C=C1)C=1SC2=C(N1)C=CC(=C2)CCCCCC (2-(p-hydroxyphenyl)-6-hexylbenzothiazole), C(CCCCCC)(=O)O (heptanoic acid), C1(CCCCC1)N=C=NC1CCCCC1 (N,N'-dicyclohexylcarbodiimide), N1(CCCC1)C1=CC=NC=C1 (4-pyrrolidinopyridine). The solvent is O1CCCC1 (tetrahydrofuran), C(Cl)Cl (methylene chloride). Yields the product C(CCCCC)C(=O)OC1=CC=C(C=C1)C=1SC2=C(N1)C=CC(=C2)CCCCCC (2-(p-hexylcarbonyloxyphenyl)-6-hexylbenzothiazole). Isolated yield 92.2%. As a reaction SMILES: [OH:1][C:2]1[CH:7]=[CH:6][C:5]([C:8]2[S:9][C:10]3[CH:16]=[C:15]([CH2:17][CH2:18][CH2:19][CH2:20][CH2:21][CH3:22])[CH:14]=[CH:13][C:11]=3[N:12]=2)=[CH:4][CH:3]=1.[C:23](O)(=[O:30])[CH2:24][CH2:25][CH2:26][CH2:27][CH2:28][CH3:29].C1(N=C=NC2CCCCC2)CCCCC1.N1(C2C=CN=CC=2)CCCC1>O1CCCC1.C(Cl)Cl>[CH2:24]([C:23]([O:1][C:2]1[CH:3]=[CH:4][C:5]([C:8]2[S:9][C:10]3[CH:16]=[C:15]([CH2:17][CH2:18][CH2:19][CH2:20][CH2:21][CH3:22])[CH:14]=[CH:13][C:11]=3[N:12]=2)=[CH:6][CH:7]=1)=[O:30])[CH2:25][CH2:26][CH2:27][CH2:28][CH3:29]. Procedure: To 0.32 g (1.03 mM) of 2-(p-hydroxyphenyl)-6-hexylbenzothiazole, 0.13 g (1.03 mM) of heptanoic acid, 15 ml of methylene chloride and 5 ml of tetrahydrofuran were added, followed by addition of 0.21 g of N,N'-dicyclohexylcarbodiimide (DCC) and 0.02 g of 4-pyrrolidinopyridine under stirring at room temperature and further stirring for 6 hours at room temperature. After the reaction, the resultant N,N'-dicyclohexylurea was recovered by filtration, followed by washing with methylene chloride to be a...